Dataset: the Open Reaction Database (ORD), a public repository of structured organic reaction records. Task: describe an organic reaction: reactants, conditions, products, and yield Starting materials: N1C=CC=2C(=CC=CC12)C=O (1H-Indole-4-carbaldehyde), C1(=CC=CC=C1)S(=O)(=O)Cl (benzensulfonyl chloride), [OH-].[Na+] (NaOH). Reagents/catalysts: S(=O)(=O)(O)[O-].C(CCC)[N+](CCCC)(CCCC)CCCC (tetrabutylammonium hydrogen sulfate). Run in ClCCl (dichloromethane), O (water), O (water). Reaction conditions: time 8 hour. Yields the product C1(=CC=CC=C1)S(=O)(=O)N1C=CC=2C(=CC=CC12)C=O (1-(Phenylsulfonyl)-1H-indole-4-carbaldehyde). RXN SMILES: [NH:1]1[C:9]2[CH:8]=[CH:7][CH:6]=[C:5]([CH:10]=[O:11])[C:4]=2[CH:3]=[CH:2]1.[C:12]1([S:18](Cl)(=[O:20])=[O:19])[CH:17]=[CH:16][CH:15]=[CH:14][CH:13]=1.[OH-].[Na+]>S([O-])(O)(=O)=O.C([N+](CCCC)(CCCC)CCCC)CCC.ClCCl.O>[C:12]1([S:18]([N:1]2[C:9]3[CH:8]=[CH:7][CH:6]=[C:5]([CH:10]=[O:11])[C:4]=3[CH:3]=[CH:2]2)(=[O:20])=[O:19])[CH:17]=[CH:16][CH:15]=[CH:14][CH:13]=1 |f:2.3,4.5|. Reported procedure: 1H-Indole-4-carbaldehyde (0.300 g, 2.01 mmol), benzensulfonyl chloride (0.47 g, 2.67 mmol) and tetrabutylammonium hydrogen sulfate (0.070 g, 0.21 mmol) were dissolved in dichloromethane (10 mL) and NaOH (413 mg, 10.33 mmol) in water (3 mL) was added. The mixture was stirred overnight and diluted with water and extracted with dichloromethane (1×). The combined organics were dried (MgSO4) and the crude product was purified with a plug of silica using 1% MeOH in dichloromethane as the eluent. The reactants are Cl(=O)[O-].[Na+] (sodium chlorite), Cl (hydrochloric acid), C1(CC1)COC1=C(C=C(C=O)C=C1OC)F (4-(cyclopropylmethoxy)-3-fluoro-5-methoxybenzaldehyde), P(=O)(O)(O)[O-].[Na+] (sodium dihydrogen phosphate), CC(C)=CC (2-methyl-2-butene). The solvent is C(C)(C)(C)O (tert-butanol), O (water). Run at time 2.5 hour. Yields the product C1(CC1)COC1=C(C=C(C(=O)O)C=C1OC)F (4-(cyclopropylmethoxy)-3-fluoro-5-methoxybenzoic Acid). The yield is 83.1%. Reaction SMILES: [CH:1]1([CH2:4][O:5][C:6]2[C:13]([O:14][CH3:15])=[CH:12][C:9]([CH:10]=[O:11])=[CH:8][C:7]=2[F:16])[CH2:3][CH2:2]1.P([O-])(O)(O)=[O:18].[Na+].CC(=CC)C.Cl([O-])=O.[Na+].Cl>C(O)(C)(C)C.O>[CH:1]1([CH2:4][O:5][C:6]2[C:13]([O:14][CH3:15])=[CH:12][C:9]([C:10]([OH:18])=[O:11])=[CH:8][C:7]=2[F:16])[CH2:3][CH2:2]1 |f:1.2,4.5|. Procedure: To a mixture of 4-(cyclopropylmethoxy)-3-fluoro-5-methoxybenzaldehyde (1.00 g), sodium dihydrogen phosphate (1.61 g), 2-methyl-2-butene (2.49 mL), water (2 mL) and tert-butanol (10 mL) was added sodium chlorite (0.756 g), and the mixture was stirred at room temperature for 2.5 hr. The reaction mixture was acidified with 1N hydrochloric acid, and the mixture was extracted with ethyl acetate. The obtained organic layer was washed with saturated brine, and dried over anhydrous magnesium sulfate, an... The reactants are CC(C)(C)OC(=O)NCc1cncc(C#N)c1, ClCCl, O=C(O)C(F)(F)F. The product is N#Cc1cncc(CN)c1. As a reaction SMILES: [C:1](#[N:2])[c:3]1[cH:4][c:5]([CH2:9][NH:10][C:11](=[O:12])[O:13][C:14]([CH3:15])([CH3:16])[CH3:17])[cH:6][n:7][cH:8]1.[Cl:18][CH2:19][Cl:20].[F:21][C:22]([F:23])([F:24])[C:25]([OH:26])=[O:27]>>[C:1](#[N:2])[c:3]1[cH:4][c:5]([CH2:9][NH2:10])[cH:6][n:7][cH:8]1. The reactants are CN1C(=NC=C1)C(=O)O (1-methyl-1H-imidazole-2-carboxylic acid), NC=1C=C(OC=2C=CC=3N(N2)C=C(N3)NC(=O)C3CC3)C=CC1 (N-[6-(3-aminophenoxy)imidazo[1,2-b]pyridazin-2-yl]cyclopropylcarboxamide), CN(C=O)C (N,N-dimethylformamide), C(C(=O)Cl)(=O)Cl (oxalyl chloride). Solvent: CN(C(C)=O)C (N,N-dimethylacetamide), O1CCCC1 (tetrahydrofuran). Yields the product C1(CC1)C(=O)NC=1N=C2N(N=C(C=C2)OC=2C=C(C=CC2)NC(=O)C=2N(C=CN2)C)C1 (N-[3-({2-[(cyclopropylcarbonyl)amino]imidazo[1,2-b]pyridazin-6-yl}oxy)phenyl]-1-methyl-1H-imidazole-2-carboxamide). Isolated yield 47.9%. As a reaction SMILES: [CH3:1][N:2]1[CH:6]=[CH:5][N:4]=[C:3]1[C:7]([OH:9])=O.CN(C)C=O.C(Cl)(=O)C(Cl)=O.[NH2:21][C:22]1[CH:23]=[C:24]([CH:41]=[CH:42][CH:43]=1)[O:25][C:26]1[CH:27]=[CH:28][C:29]2[N:30]([CH:32]=[C:33]([NH:35][C:36]([CH:38]3[CH2:40][CH2:39]3)=[O:37])[N:34]=2)[N:31]=1>CN(C)C(=O)C.O1CCCC1>[CH:38]1([C:36]([NH:35][C:33]2[N:34]=[C:29]3[CH:28]=[CH:27][C:26]([O:25][C:24]4[CH:23]=[C:22]([NH:21][C:7]([C:3]5[N:2]([CH3:1])[CH:6]=[CH:5][N:4]=5)=[O:9])[CH:43]=[CH:42][CH:41]=4)=[N:31][N:30]3[CH:32]=2)=[O:37])[CH2:39][CH2:40]1. Reported procedure: Using 1-methyl-1H-imidazole-2-carboxylic acid (36.7 mg, 0.29 mol), tetrahydrofuran (1.5 mL), N,N-dimethylformamide (30 μL, 0.39 mmol), oxalyl chloride (51 μL, 0.58 mmol), N-[6-(3-aminophenoxy)imidazo[1,2-b]pyridazin-2-yl]cyclopropylcarboxamide (75 mg, 0.24 mmol) and N,N-dimethylacetamide (1.5 mL) as starting materials and in the same manner as in Example 119, the title compound (48 mg, 47%) was obtained as a white powder. Reactants: F[C@@H]1[C@@H]2[C@H]3CCC(C=C3C[C@H]([C@H]2[C@@H]2CCC([C@@]2(C)C1)=O)CCCCCO)=O (11β-fluoro-7α-(5-hydroxypentyl)-estr-4-ene-3,17-dione), C(C)(=O)OC(C)=O (acetic anhydride), O (water). The solvent is N1=CC=CC=C1 (pyridine). Run at time 45 minute. Product: C(C)(=O)OCCCCC[C@H]1[C@H]2[C@@H]3CCC([C@@]3(C)C[C@@H]([C@@H]2[C@H]2CCC(C=C2C1)=O)F)=O (7α-(5-acetoxypentyl)-11β-fluoro-estr-4-ene-3,17-dione). Reaction SMILES: [F:1][C@H:2]1[CH2:19][C@@:17]2([CH3:18])[C@@H:13]([CH2:14][CH2:15][C:16]2=[O:20])[C@H:12]2[C@H:3]1[C@@H:4]1[C:9]([CH2:10][C@H:11]2[CH2:21][CH2:22][CH2:23][CH2:24][CH2:25][OH:26])=[CH:8][C:7](=[O:27])[CH2:6][CH2:5]1.[C:28](OC(=O)C)(=[O:30])[CH3:29].O>N1C=CC=CC=1>[C:28]([O:26][CH2:25][CH2:24][CH2:23][CH2:22][CH2:21][C@@H:11]1[CH2:10][C:9]2[C@H:4]([CH2:5][CH2:6][C:7](=[O:27])[CH:8]=2)[C@@H:3]2[C@@H:12]1[C@H:13]1[C@@:17]([CH2:19][C@@H:2]2[F:1])([CH3:18])[C:16](=[O:20])[CH2:15][CH2:14]1)(=[O:30])[CH3:29]. Reported procedure: 20 g of 11β-fluoro-7α-(5-hydroxypentyl)-estr-4-ene-3,17-dione in 100 ml of pyridine can be reacted over a period of 2 hours with 50 ml of acetic anhydride at 25° C. Then, 5 ml of water is added at 0° C., and it is stirred for 45 minutes. It is extracted with diethyl ether, washed with 2N sulfric acid, pyridine-free, and the solution is neutralized in succession with saturated sodium bicarbonate solution and water. After drying and concentration by evaporation in a vacuum, the crude product is ch... The reactants are CCCCO, CN1CCC(COc2cccc(N)c2)CC1, Cc1ccc(-c2nn(C)cc2-c2ccnc(Cl)n2)cc1, Cl, Cl, C1COCCO1. The product is Cc1ccc(-c2nn(C)cc2-c2ccnc(Nc3cccc(OCC4CCN(C)CC4)c3)n2)cc1. As a reaction SMILES: [CH2:39]([OH:40])[CH2:41][CH2:42][CH3:43].[CH3:3][N:4]1[CH2:5][CH2:6][CH:7]([CH2:10][O:11][c:12]2[cH:13][c:14]([NH2:18])[cH:15][cH:16][cH:17]2)[CH2:8][CH2:9]1.[Cl:19][c:20]1[n:21][cH:22][cH:23][c:24](-[c:26]2[c:27](-[c:32]3[cH:33][cH:34][c:35]([CH3:38])[cH:36][cH:37]3)[n:28][n:29]([CH3:31])[cH:30]2)[n:25]1.[ClH:1].[ClH:2].[O:44]1[CH2:45][CH2:46][O:47][CH2:48][CH2:49]1>>[CH3:3][N:4]1[CH2:5][CH2:6][CH:7]([CH2:10][O:11][c:12]2[cH:13][c:14]([NH:18][c:20]3[n:21][cH:22][cH:23][c:24](-[c:26]4[c:27](-[c:32]5[cH:33][cH:34][c:35]([CH3:38])[cH:36][cH:37]5)[n:28][n:29]([CH3:31])[cH:30]4)[n:25]3)[cH:15][cH:16][cH:17]2)[CH2:8][CH2:9]1.